This data is from the Open Reaction Database (ORD), a public repository of structured organic reaction records. The task is: describe an organic reaction: reactants, conditions, products, and yield Starting materials: CCOC(C)=O, CCCCCC, CCCC=Cc1c(C(C)C)nc(C(C)C)c(CO)c1-c1cccc(Cl)c1. Yields the product CCCCCc1c(C(C)C)nc(C(C)C)c(CO)c1-c1cccc(Cl)c1. RXN SMILES: [C:33]([O:34][CH2:35][CH3:36])(=[O:37])[CH3:38].[CH3:27][CH2:28][CH2:29][CH2:30][CH2:31][CH3:32].[CH:1]([CH3:2])([CH3:3])[c:4]1[n:5][c:6]([CH:24]([CH3:25])[CH3:26])[c:7]([CH:19]=[CH:20][CH2:21][CH2:22][CH3:23])[c:8](-[c:12]2[cH:13][c:14]([Cl:18])[cH:15][cH:16][cH:17]2)[c:9]1[CH2:10][OH:11]>>[CH:1]([CH3:2])([CH3:3])[c:4]1[n:5][c:6]([CH:24]([CH3:25])[CH3:26])[c:7]([CH2:19][CH2:20][CH2:21][CH2:22][CH3:23])[c:8](-[c:12]2[cH:13][c:14]([Cl:18])[cH:15][cH:16][cH:17]2)[c:9]1[CH2:10][OH:11]. The reactants are O=C([O-])[O-], CN(C)C=O, CCOC(=O)C1CCN(c2nc(CCl)c(C)s2)CC1, [K+], [K+], COc1cc(C=O)ccc1O, O. Yields the product CCOC(=O)C1CCN(c2nc(COc3ccc(C=O)cc3OC)c(C)s2)CC1. As a reaction SMILES: [C:31](=[O:32])([O-:33])[O-:34].[CH3:37][N:38]([CH3:39])[CH:40]=[O:41].[Cl:1][CH2:2][c:3]1[n:4][c:5]([N:9]2[CH2:10][CH2:11][CH:12]([C:15](=[O:16])[O:17][CH2:18][CH3:19])[CH2:13][CH2:14]2)[s:6][c:7]1[CH3:8].[K+:35].[K+:36].[O:20]=[CH:21][c:22]1[cH:23][c:24]([O:25][CH3:26])[c:27]([OH:28])[cH:29][cH:30]1.[OH2:42]>>[CH2:2]([c:3]1[n:4][c:5]([N:9]2[CH2:10][CH2:11][CH:12]([C:15](=[O:16])[O:17][CH2:18][CH3:19])[CH2:13][CH2:14]2)[s:6][c:7]1[CH3:8])[O:28][c:27]1[c:24]([O:25][CH3:26])[cH:23][c:22]([CH:21]=[O:20])[cH:30][cH:29]1. Yields the product N[C@@H](CCCNC(N)=N)C(=O)O.NC1=NC=NN2C1=C(N=C2[C@@H]2CC[C@H](CC2)C(=O)O)C=2NC1=C(C=CC=C1C2)OC (trans-4-[4-amino-5-(7-methoxy-1H-indol-2-yl)imidazo[5,1-f][1,2,4]triazin-7-yl]cyclohexanecarboxylic acid L-arginine salt). Run in O (H2O), CCO (EtOH). Procedure details: trans-4-[4-Amino-5-(7-methoxy-1H-indol-2-yl)-imidazo[5,1-f][1,2,4]triazin-7-yl]-cyclohexanecarboxylic acid (11.1 g, 27.4 mmol) and L-arginine (5.72 g, 32.9 mmol) were diluted with H2O (78.0 mL) and EtOH (78.0 mL). The suspension was heated to reflux to give a clear solution and then cooled to RT slowly. After 16 h, the suspension was cooled in an ice bath for 30 min and then filtered. The off-white solid was dried in vacuo at 80° C. for 2 days for provide the title compound (12.9 g, 81% yield). ... Conditions: time 16 hour. Isolated yield 81.1%. Starting materials: NC1=NC=NN2C1=C(N=C2[C@@H]2CC[C@H](CC2)C(=O)O)C=2NC1=C(C=CC=C1C2)OC (trans-4-[4-Amino-5-(7-methoxy-1H-indol-2-yl)-imidazo[5,1-f][1,2,4]triazin-7-yl]-cyclohexanecarboxylic acid), N[C@@H](CCCNC(N)=N)C(=O)O (L-arginine). Reaction SMILES: [NH2:1][C:2]1[C:7]2=[C:8]([C:20]3[NH:21][C:22]4[C:27]([CH:28]=3)=[CH:26][CH:25]=[CH:24][C:23]=4[O:29][CH3:30])[N:9]=[C:10]([C@H:11]3[CH2:16][CH2:15][C@H:14]([C:17]([OH:19])=[O:18])[CH2:13][CH2:12]3)[N:6]2[N:5]=[CH:4][N:3]=1.[NH2:31][C@H:32]([C:40]([OH:42])=[O:41])[CH2:33][CH2:34][CH2:35][NH:36][C:37](=[NH:39])[NH2:38]>O.CCO>[NH2:31][C@H:32]([C:40]([OH:42])=[O:41])[CH2:33][CH2:34][CH2:35][NH:36][C:37](=[NH:38])[NH2:39].[NH2:1][C:2]1[C:7]2=[C:8]([C:20]3[NH:21][C:22]4[C:27]([CH:28]=3)=[CH:26][CH:25]=[CH:24][C:23]=4[O:29][CH3:30])[N:9]=[C:10]([C@H:11]3[CH2:16][CH2:15][C@H:14]([C:17]([OH:19])=[O:18])[CH2:13][CH2:12]3)[N:6]2[N:5]=[CH:4][N:3]=1 |f:4.5|.